Dataset: the Open Reaction Database (ORD), a public repository of structured organic reaction records. Task: describe an organic reaction: reactants, conditions, products, and yield The reactants are ClCC=1C=C(C=CC1)NC1=C(C=NC2=CC(=C(C=C12)OC)OC)C#N (4-[3-(chloromethyl)phenylamino]-6,7-dimethoxy-3-quinolinecarbonitrile), C(C)(=S)[O-].[K+] (potassium thioacetate). Solvent: CN(C)C=O (DMF). The product is C(C)(=O)SCC=1C=C(C=CC1)NC1=C(C=NC2=CC(=C(C=C12)OC)OC)C#N (4-[3-(Acetylthiomethyl)phenylamino]-6,7-dimethoxy-3-quinolinecarbonitrile). Yield: 40.5%. RXN SMILES: Cl[CH2:2][C:3]1[CH:4]=[C:5]([NH:9][C:10]2[C:19]3[C:14](=[CH:15][C:16]([O:22][CH3:23])=[C:17]([O:20][CH3:21])[CH:18]=3)[N:13]=[CH:12][C:11]=2[C:24]#[N:25])[CH:6]=[CH:7][CH:8]=1.[C:26]([O-:29])(=[S:28])[CH3:27].[K+]>CN(C=O)C>[C:26]([S:28][CH2:2][C:3]1[CH:4]=[C:5]([NH:9][C:10]2[C:19]3[C:14](=[CH:15][C:16]([O:22][CH3:23])=[C:17]([O:20][CH3:21])[CH:18]=3)[N:13]=[CH:12][C:11]=2[C:24]#[N:25])[CH:6]=[CH:7][CH:8]=1)(=[O:29])[CH3:27] |f:1.2|. Reported procedure: To a stirred solution of 4-[3-(chloromethyl)phenylamino]-6,7-dimethoxy-3-quinolinecarbonitrile (0.97 g, 2.7 mmol) in 5.4 ml of DMF was added potassium thioacetate (0.93 g, 8.1 mmol) at 25° C. After 30 m the mixture was partitioned with methylene chloride and water. The organic layer was washed with water, dried, and concentrated. The residue was recrystallized from ethyl acetate to give 0.43 g of yellow solid, mp 172-177° C. Starting materials: CC(=O)OC(C)=O, COC(=O)C(N)=Cc1c[nH]c2cc(Cl)ccc12, Cl, Cl, O, c1ccncc1. Yields the product COC(=O)C(=Cc1c[nH]c2cc(Cl)ccc12)NC(C)=O. Reaction SMILES: [CH3:19][C:20](=[O:21])[O:22][C:23](=[O:24])[CH3:25].[CH3:2][O:3][C:4]([C:5](=[CH:6][c:7]1[cH:8][nH:9][c:10]2[cH:11][c:12]([Cl:16])[cH:13][cH:14][c:15]12)[NH2:17])=[O:18].[ClH:1].[ClH:32].[OH2:33].[cH:26]1[cH:27][cH:28][n:29][cH:30][cH:31]1>>[CH3:2][O:3][C:4]([C:5](=[CH:6][c:7]1[cH:8][nH:9][c:10]2[cH:11][c:12]([Cl:16])[cH:13][cH:14][c:15]12)[NH:17][C:20]([CH3:19])=[O:21])=[O:18]. Reactants: BrC=1C=CC(=C(C1)O)C(C)(C)C (5-bromo-2-tert-butylphenol), BrC=1C=CC(=C(C1)O)C(C)(C)C (5-bromo-2-tert-butylphenol), BrC=1C=CC(=C(C1)O)C(C)(C)C (5-bromo-2-tert-butylphenol), BrC=1C=CC(=C(C1)O)C(C)(C)C (5-bromo-2-tert-butylphenol), BrC1=C(C=C(C=C1)CC)[N+](=O)[O-] (1-bromo-4-ethyl-2-nitrobenzene), C1=CC=CC=C1 (benzene), cuprous iodide, CC(C)([O-])C.[K+] (potassium t-butoxide). The solvent is N1=CC=CC=C1 (pyridine). The product is BrC1=CC=C(C=C1)CC (1-bromo-4-ethylbenzene). RXN SMILES: [Br:1][C:2]1[CH:3]=[CH:4][C:5]([C:9](C)(C)[CH3:10])=[C:6](O)[CH:7]=1.C1C=CC=CC=1.CC(C)([O-])C.[K+].BrC1C=CC(CC)=CC=1[N+]([O-])=O>N1C=CC=CC=1>[Br:1][C:2]1[CH:3]=[CH:4][C:5]([CH2:9][CH3:10])=[CH:6][CH:7]=1 |f:2.3|. Procedure: Employing the same general procedure as for the preparation of 5-bromo-2-tert-butyl-1-[(2′-amino-4′-methyl)phenoxy]benzene (Compound I), 781 mg (3.4 mmol) of 5-bromo-2-tert-butylphenol (Compound H) was converted into crude 5-bromo-2-tert-butyl-1-[4′-ethyl-2′-nitro)phenoxy]benzene using 611 mg (5.0 mmol) of potassium t-butoxide, 1.0 g (5.25 mmol) of cuprous iodide, 770 mg (˜2.78 mmol) of 1-bromo-4-ethyl-2-nitrobenzene (80% purity, obtained from the nitration of 1-bromo-4-ethylbenzene) and 10 mL o... Starting materials: COC=1C=CC(=C2CCC(N(C12)CC1=CC=C(C=C1)[N+](=O)[O-])=O)CC1C(NC(S1)=O)=O (5-[8-methoxy-1-(4-nitrobenzyl)-2-oxo-1,2,3,4-tetrahydroquinolin-5-ylmethyl]thiazolidine-2,4-dione). The reagents and catalysts are [C].[Pd] (palladium carbon). Solvent: CN(C)C=O (DMF). Reaction conditions: time 5 hour. Product: NC1=CC=C(CN2C(CCC3=C(C=CC(=C23)OC)CC2C(NC(S2)=O)=O)=O)C=C1 (5-[1-(4-aminobenzyl)-8-methoxy-2-oxo-1,2,3,4-tetrahydroquinolin-5-ylmethyl]thiazolidine-2,4-dione). The yield is 85.6%. RXN SMILES: [CH3:1][O:2][C:3]1[CH:4]=[CH:5][C:6]([CH2:24][CH:25]2[S:29][C:28](=[O:30])[NH:27][C:26]2=[O:31])=[C:7]2[C:12]=1[N:11]([CH2:13][C:14]1[CH:19]=[CH:18][C:17]([N+:20]([O-])=O)=[CH:16][CH:15]=1)[C:10](=[O:23])[CH2:9][CH2:8]2>[C].[Pd].CN(C=O)C>[NH2:20][C:17]1[CH:16]=[CH:15][C:14]([CH2:13][N:11]2[C:12]3[C:7](=[C:6]([CH2:24][CH:25]4[S:29][C:28](=[O:30])[NH:27][C:26]4=[O:31])[CH:5]=[CH:4][C:3]=3[O:2][CH3:1])[CH2:8][CH2:9][C:10]2=[O:23])=[CH:19][CH:18]=1 |f:1.2|. Procedure: 10 g of 10% palladium carbon was added to a DMF solution (100 ml) of 10.0 g of 5-[8-methoxy-1-(4-nitrobenzyl)-2-oxo-1,2,3,4-tetrahydroquinolin-5-ylmethyl]thiazolidine-2,4-dione, and the mixture was subjected to a catalytic reduction at 40° C. for 5 hours. The catalyst was removed by filtration, and the filtrate was concentrated. Ethyl acetate and water were added to the residue, and celite filtration was carried out. The filtrate was washed with water and dried over magnesium sulfate, followed b... The reactants are [H-].[Na+] (sodium hydride), C1(=CC=CC=C1)C (toluene), S(C)(=O)(=O)[O-] (mesylate), CS(=O)(=O)O[C@H]1CN(CC1)CC1=CC=CC=C1 ((R)-3-methanesulfonyloxy-1-(phenylmethyl)-pyrrolidine), COC1=C(C=2CCCC2C=C1)O (2,3-dihydro-5-methoxy-1H-inden-4-ol). Solvent: CN(C=O)C (dimethylformamide), CN(C=O)C (dimethylformamide), CN(C=O)C (dimethylformamide). Conditions: temperature 100 celsius, time 1.5 hour. Yields the product COC=1C(=C2CCCC2=CC1)O[C@@H]1CN(CC1)CC1=CC=CC=C1 ((S)-3-[(2,3-dihydro-5-methoxy-1H-inden-4-yl)oxy]-1-(phenylmethyl)-pyrrolidine). As a reaction SMILES: [H-].[Na+].CS([O:7][C@@H:8]1[CH2:12][CH2:11][N:10]([CH2:13][C:14]2[CH:19]=[CH:18][CH:17]=[CH:16][CH:15]=2)[CH2:9]1)(=O)=O.S([O-])(=O)(=O)C.C1(C)C=CC=CC=1.[CH3:32][O:33][C:34]1[CH:42]=[CH:41][C:40]2[CH2:39][CH2:38][CH2:37][C:36]=2[C:35]=1O>CN(C)C=O>[CH3:32][O:33][C:34]1[C:35]([O:7][C@H:8]2[CH2:12][CH2:11][N:10]([CH2:13][C:14]3[CH:19]=[CH:18][CH:17]=[CH:16][CH:15]=3)[CH2:9]2)=[C:36]2[C:40](=[CH:41][CH:42]=1)[CH2:39][CH2:38][CH2:37]2 |f:0.1|. Reported procedure: In 540 ml of anhydrous dimethylformamide 5 g of 2,3-dihydro-5-methoxy-1H-inden-4-ol were dissolved. The solution was stirred, placed under a steam of nitrogen and 1.5 g of a 60% dispersion of sodium hydride in oil was added. The reaction mixture was stirred at room temperature for half an hour. The temperature was raised to 100° C. and a solution of 7.78 g of (R)-3-methanesulfonyloxy-1-(phenylmethyl)-pyrrolidine in 78 ml of anhydrous dimethylformamide was added dropwise over 1 hour. Another 3,0 ... Reaction SMILES: [O:1]=[C:2]1[C:10]2[C:5](=[CH:6][CH:7]=[CH:8][CH:9]=2)[C:4](=[O:11])[N:3]1[CH2:12][CH2:13][CH2:14][CH2:15][P:16]([CH2:19][CH:20]([CH2:24][CH2:25][C:26]1[CH:31]=[CH:30][CH:29]=[CH:28][CH:27]=1)[C:21](O)=[O:22])([OH:18])=[O:17].C(N1C=CN=C1)(N1C=CN=C1)=O.[C:44]1([NH:50][C:51](=[O:58])[C@H:52]([CH2:54][CH:55]([CH3:57])[CH3:56])[NH2:53])[CH:49]=[CH:48][CH:47]=[CH:46][CH:45]=1>O1CCCC1>[C:44]1([NH:50][C:51](=[O:58])[C@H:52]([CH2:54][CH:55]([CH3:56])[CH3:57])[NH:53][C:21](=[O:22])[CH:20]([CH2:19][P:16]([CH2:15][CH2:14][CH2:13][CH2:12][N:3]2[C:4](=[O:11])[C:5]3[C:10](=[CH:9][CH:8]=[CH:7][CH:6]=3)[C:2]2=[O:1])([OH:18])=[O:17])[CH2:24][CH2:25][C:26]2[CH:31]=[CH:30][CH:29]=[CH:28][CH:27]=2)[CH:49]=[CH:48][CH:47]=[CH:46][CH:45]=1. Run in O1CCCC1 (tetrahydrofuran), O1CCCC1 (tetrahydrofuran), O1CCCC1 (tetrahydrofuran), O1CCCC1 (tetrahydrofuran), O1CCCC1 (tetrahydrofuran). Procedure details: The crude product from Step G was dissolved in tetrahydrofuran (80 mL) and the solution was cooled in an ice bath. A slurry of 1,1'-carbonyldiimidazole (4.09 g, 25.2 mmol) in tetrahydrofuran (10 mL) was added over 10 min with additional tetrahydrofuran (3×5 mL) to complete the transfer. After 30 min, a solution of L-leucine N-phenylamide (5.60 g, 27.1 mmol) in tetrahydrofuran (10 mL) was added over 10 min with additional tetrahydrofuran (5 mL) to complete the transfer. The homogeneous solution w... Yields the product C1(=CC=CC=C1)NC([C@@H](NC(C(CCC1=CC=CC=C1)CP(=O)(O)CCCCN1C(C2=CC=CC=C2C1=O)=O)=O)CC(C)C)=O ((2-(((4-(1,3-dihydro-1,3-dioxo-2H-isoindol-2-yl)butyl)hydroxyphosphinyl)methyl)-4-phenylbutanoyl)-L-leucine N-phenylamide). Run at time 30 minute. Reactants: C1(=CC=CC=C1)NC([C@@H](N)CC(C)C)=O (L-leucine N-phenylamide), C(=O)(N1C=NC=C1)N1C=NC=C1 (1,1'-carbonyldiimidazole), O=C1N(C(C2=CC=CC=C12)=O)CCCCP(=O)(O)CC(C(=O)O)CCC1=CC=CC=C1 (2-(((4-(1,3-Dihydro-1,3-dioxo-2H-isoindol-2-yl)butyl)hydroxyphosphinyl)methyl)-4-phenylbutanoic acid). Yield: 54.0%. The solvent is N1=CC=CC=C1 (pyridine). Reported procedure: To a 250 ml round bottomed flask fitted with a magnetic stirrer, condenser, and a drying tube (calcium chloride), was added pyridine (dried by distillation from potassium hydroxide) (80 ml). Ethylenediaminetetraacetic acid (29.12 g) was added followed by acetic anhydride (37.6 ml). The suspension was stirred and heated at 65°-80° C. for 7 hr. The mixture was cooled overnight and the white solid filtered off. The solid was washed once with pyridine (dry 20 ml) and four times with ether (dry 4×40 ... Yields the product O=C1CN(CC(O1)=O)CCN1CC(OC(C1)=O)=O (1,2-bis(2,6-dioxo-4-morpholinyl)ethane). Starting materials: [Cl-].[Ca+2].[Cl-] (calcium chloride), C(CN(CC(=O)O)CC(=O)O)N(CC(=O)O)CC(=O)O (Ethylenediaminetetraacetic acid), C(C)(=O)OC(C)=O (acetic anhydride). As a reaction SMILES: [Cl-].[Ca+2].[Cl-].[CH2:4]([N:15]([CH2:20][C:21]([OH:23])=[O:22])[CH2:16][C:17]([OH:19])=O)[CH2:5][N:6]([CH2:11][C:12]([OH:14])=[O:13])[CH2:7][C:8]([OH:10])=O.C(OC(=O)C)(=O)C>N1C=CC=CC=1>[O:22]=[C:21]1[O:23][C:17](=[O:19])[CH2:16][N:15]([CH2:4][CH2:5][N:6]2[CH2:7][C:8](=[O:10])[O:14][C:12](=[O:13])[CH2:11]2)[CH2:20]1 |f:0.1.2|. The reactants are C(C)C1C(C2=C(C(=C(C=C2C1)OC)Cl)Cl)=O (2-Ethyl-5-methoxy-6,7-dichloro-1-indanone), O (water), [OH-].[Na+] (sodium hydroxide), [Mn](=O)(=O)(=O)[O-].[K+] (potassium permanganate). Reagents/catalysts: CO (methanol). Run at time 10 minute. Yields the product ClC1=C(C(C(=O)O)=CC(=C1Cl)OC)C(=O)O (3,4-Dichloro-5-methoxyphthalic acid). As a reaction SMILES: C(C1[CH2:11][C:10]2[C:5](=[C:6]([Cl:15])[C:7]([Cl:14])=[C:8]([O:12][CH3:13])[CH:9]=2)[C:4]1=[O:16])C.[OH-:17].[Na+].[Mn]([O-])(=O)(=O)=[O:20].[K+].[OH2:25]>CO>[Cl:15][C:6]1[C:7]([Cl:14])=[C:8]([O:12][CH3:13])[CH:9]=[C:10]([C:11]([OH:25])=[O:17])[C:5]=1[C:4]([OH:16])=[O:20] |f:1.2,3.4|. Reported procedure: 2-Ethyl-5-methoxy-6,7-dichloro-1-indanone (4 g.) is suspended in 200 ml. of water containing 1 ml. of 20% sodium hydroxide. The mixture is heated to boiling and potassium permanganate (18 g.) is added portion-wise over a four-hour period in such a manner that each time the purple color disappears an additional portion is added. A few drops of methanol are added to destroy the excess permanganate and the manganese oxide is removed by filtration. The colorless filtrate is acidified with 6 N HCl an... The reactants are P(=O)(Cl)(Cl)Cl (Phosphorus oxychloride), compound, CC(C)(C)OC(=O)N1CC2=CC(=C(C=C2CC1C(=O)N1C(CCC1)C(=O)N)OC)OC (3-(2-aminocarbonyl-1-pyrrolidinyl)carbonyl-3,4-dihydro-6,7-dimethoxy-2(1H)-isoquinolinecarboxylic acid 2-(1,1-dimethylethyl) ester), N1C=NC=C1 (imidazole). The solvent is N1=CC=CC=C1 (pyridine). Reaction conditions: time 1.75 hour. The product is COC=1C=C2CC(NCC2=CC1OC)C(=O)N1C(CCC1)C#N (1-[1,2,3,4-tetrahydro-6,7-dimethoxy-3-isoquinolinyl]carbonyl-2-Pyrrolidinecarbonitrile). Isolated yield 108.3%. Reaction SMILES: P(Cl)(Cl)(Cl)=O.CC(OC([N:13]1[CH:22]([C:23]([N:25]2[CH2:29][CH2:28][CH2:27][CH:26]2[C:30]([NH2:32])=O)=[O:24])[CH2:21][C:20]2[C:15](=[CH:16][C:17]([O:35][CH3:36])=[C:18]([O:33][CH3:34])[CH:19]=2)[CH2:14]1)=O)(C)C.N1C=CN=C1>N1C=CC=CC=1>[CH3:34][O:33][C:18]1[CH:19]=[C:20]2[C:15](=[CH:16][C:17]=1[O:35][CH3:36])[CH2:14][NH:13][CH:22]([C:23]([N:25]1[CH2:29][CH2:28][CH2:27][CH:26]1[C:30]#[N:32])=[O:24])[CH2:21]2. Reported procedure: Phosphorus oxychloride (239 mg, 0.15 mL, 1.56 mmol) was added to a solution of the title D compound of Example 6, 3-(2-aminocarbonyl-1-pyrrolidinyl)carbonyl-3,4-dihydro-6,7-dimethoxy-2(1H)-isoquinolinecarboxylic acid 2-(1,1-dimethylethyl) ester (259 mg, 0.6 mmol; diastereomer B) and imidazole (53 mg, 0.78 mmol) in pyridine (6 mL) at −45° C. The reaction was stirred for 1.75 hours, then allowed to stand at 8° C. overnight, after which the mixture was concentrated under vacuum. The residue was pur...